From a dataset of the Open Reaction Database (ORD), a public repository of structured organic reaction records. describe an organic reaction: reactants, conditions, products, and yield The reactants are CI (MeI), ClCC1=NC2=CC=CC=C2C(=N1)N(C)C1=C(C=C(C=C1)OC)F ((2-Chloromethyl-quinazolin-4-yl)-(2-fluoro-4-methoxy-phenyl)-methyl-amine), Cl.ClCC1=NC2=CC=CC=C2C(=N1)NC1=C(C=C(C=C1)OC)F ((2-chloromethyl-quinazolin-4-yl)-(2-fluoro-4-methoxy-phenyl)-amine hydrochloride), [H-].[Na+] (NaH). The solvent is C1CCOC1 (THF), CO (MeOH). Conditions: time 2 hour. Product: NCC1=NC2=CC=CC=C2C(=N1)N(C)C1=C(C=C(C=C1)OC)F ((2-Aminomethyl-quinazolin-4-yl)-(2-fluoro-4-methoxy-phenyl)-methyl-amine). RXN SMILES: Cl[CH2:2][C:3]1[N:12]=[C:11]([N:13]([C:15]2[CH:20]=[CH:19][C:18]([O:21][CH3:22])=[CH:17][C:16]=2[F:23])[CH3:14])[C:10]2[C:5](=[CH:6][CH:7]=[CH:8][CH:9]=2)[N:4]=1.Cl.ClCC1N=C(NC2C=CC(OC)=CC=2F)C2C(=CC=CC=2)[N:28]=1.[H-].[Na+].CI>C1COCC1.CO>[NH2:28][CH2:2][C:3]1[N:12]=[C:11]([N:13]([C:15]2[CH:20]=[CH:19][C:18]([O:21][CH3:22])=[CH:17][C:16]=2[F:23])[CH3:14])[C:10]2[C:5](=[CH:6][CH:7]=[CH:8][CH:9]=2)[N:4]=1 |f:1.2,3.4|. Procedure details: (2-Chloromethyl-quinazolin-4-yl)-(2-fluoro-4-methoxy-phenyl)-methyl-amine: A solution of (2-chloromethyl-quinazolin-4-yl)-(2-fluoro-4-methoxy-phenyl)-amine hydrochloride (291 mg, 0.82 mmol) in THF (4 mL) was treated with NaH (130 mg, 3.12 mmol), followed by MeI (0.26 mL, 4.2 mmol). The reaction was stirred for 2 h, diluted with MeOH and concentrated. Purification by MPLC (SiO2, EtOAc/hexanes, 0-100%) gave the desired compound. 1H NMR (CDCl3) δ 7.84 (d, 1H), 7.55-7.65 (m, 1H), 7.02-7.17 (m, 3H), ... Starting materials: O1C2CCOC3=C(C21)C=C(C=C3)[N+](=O)[O-] (4,5-epoxy-7-nitro-2,3,4,5-tetrahydro-1-benzoxepin), [N+](=O)([O-])C=1C=CC2=C([C@H]([C@@H](CCO2)O[Si](C)(C)C)N2C(CCC2C)=O)C1 (trans-7-nitro-5-(5-(R,S)-methyl-2-oxo-pyrrolidin-1-yl)-4-trimethylsilyloxy-2,3,4,5-tetrahydro-1-benzoxepin). Yields the product [N+](=O)([O-])C=1C=CC2=C([C@H]([C@@H](CCO2)O)N2C(CCC2C)=O)C1 (Trans-7-nitro-5-(5-(R,S)-methyl-2-oxo-pyrrolidin-1-yl)-2,3,4,5-tetrahydro-1-benzoxepin-4-ol). As a reaction SMILES: O1C2C1CCOC1C=CC([N+]([O-])=O)=CC=12.[N+:16]([C:19]1[CH:20]=[CH:21][C:22]2[O:28][CH2:27][CH2:26][C@@H:25]([O:29][Si](C)(C)C)[C@H:24]([N:34]3[CH:38]([CH3:39])[CH2:37][CH2:36][C:35]3=[O:40])[C:23]=2[CH:41]=1)([O-:18])=[O:17]>>[N+:16]([C:19]1[CH:20]=[CH:21][C:22]2[O:28][CH2:27][CH2:26][C@@H:25]([OH:29])[C@H:24]([N:34]3[CH:38]([CH3:39])[CH2:37][CH2:36][C:35]3=[O:40])[C:23]=2[CH:41]=1)([O-:18])=[O:17]. Reported procedure: Starting from 10.4 g (50 mmol) of 4,5-epoxy-7-nitro-2,3,4,5-tetrahydro-1-benzoxepin, 6.7 g of trans-7-nitro-5-(5-(R,S)-methyl-2-oxo-pyrrolidin-1-yl)-4-trimethylsilyloxy-2,3,4,5-tetrahydro-1-benzoxepin melting in the range 179°-185° C. are isolated. After elimination of the silyl group and after crystallization and chromatography on silica gel (ethyl acetate/cyclohexane 7:3) the diastereomers A and B are obtained. Starting materials: CCc1nc2ccccc2n1C1CCNCC1, Fc1ccc(NCCCCl)cc1, [K+], [K+], O=C([O-])[O-], CN(C)C=O, O. Product: CCc1nc2ccccc2n1C1CCN(CCCNc2ccc(F)cc2)CC1. RXN SMILES: [CH2:1]([CH3:2])[c:3]1[n:4][c:5]2[c:6]([n:7]1[CH:8]1[CH2:9][CH2:10][NH:11][CH2:12][CH2:13]1)[cH:14][cH:15][cH:16][cH:17]2.[Cl:18][CH2:19][CH2:20][CH2:21][NH:22][c:23]1[cH:24][cH:25][c:26]([F:29])[cH:27][cH:28]1.[K+:30].[K+:31].[O-:32][C:33]([O-:34])=[O:35].[O:37]=[CH:38][N:39]([CH3:40])[CH3:41].[OH2:36]>>[CH2:1]([CH3:2])[c:3]1[n:4][c:5]2[c:6]([n:7]1[CH:8]1[CH2:9][CH2:10][N:11]([CH2:19][CH2:20][CH2:21][NH:22][c:23]3[cH:24][cH:25][c:26]([F:29])[cH:27][cH:28]3)[CH2:12][CH2:13]1)[cH:14][cH:15][cH:16][cH:17]2. Starting materials: BrB(Br)Br, CCCCC12CCC(=O)C(Cc3ccccc3)=C1c1ccc(OC)cc1C2, ClCCl. Product: CCCCC12CCC(=O)C(Cc3ccccc3)=C1c1ccc(O)cc1C2. RXN SMILES: [B:28]([Br:29])([Br:30])[Br:31].[CH2:1]([c:2]1[cH:3][cH:4][cH:5][cH:6][cH:7]1)[C:8]1=[C:20]2[C:12]([CH2:23][CH2:24][CH2:25][CH3:26])([CH2:11][CH2:10][C:9]1=[O:27])[CH2:13][c:14]1[cH:15][c:16]([O:21][CH3:22])[cH:17][cH:18][c:19]12.[Cl:32][CH2:33][Cl:34]>>[CH2:1]([c:2]1[cH:3][cH:4][cH:5][cH:6][cH:7]1)[C:8]1=[C:20]2[C:12]([CH2:23][CH2:24][CH2:25][CH3:26])([CH2:11][CH2:10][C:9]1=[O:27])[CH2:13][c:14]1[cH:15][c:16]([OH:21])[cH:17][cH:18][c:19]12. The reactants are COc1ccc(-c2cc(=Nc3c(C)cc(C)cc3C)n(C)c(=O)[nH]2)cc1OC, CC(C)(C)[O-], CI, CN(C)C=O, [K+], O. Yields the product COc1ccc(-c2cc(=Nc3c(C)cc(C)cc3C)n(C)c(=O)n2C)cc1OC. RXN SMILES: [CH3:1][O:2][c:3]1[cH:4][c:5](-[c:11]2[cH:12][c:13](=[N:19][c:20]3[c:21]([CH3:28])[cH:22][c:23]([CH3:27])[cH:24][c:25]3[CH3:26])[n:14]([CH3:18])[c:15](=[O:17])[nH:16]2)[cH:6][cH:7][c:8]1[O:9][CH3:10].[CH3:29][C:30]([CH3:31])([O-:32])[CH3:33].[CH3:35][I:36].[CH3:38][N:39]([CH3:40])[CH:41]=[O:42].[K+:34].[OH2:37]>>[CH3:1][O:2][c:3]1[cH:4][c:5](-[c:11]2[cH:12][c:13](=[N:19][c:20]3[c:21]([CH3:28])[cH:22][c:23]([CH3:27])[cH:24][c:25]3[CH3:26])[n:14]([CH3:18])[c:15](=[O:17])[n:16]2[CH3:29])[cH:6][cH:7][c:8]1[O:9][CH3:10]. Starting materials: C(F)(F)(F)C(=O)OCl (CF3CO2Cl), C(F)(F)(F)Cl (CF3Cl), C(=O)=O (CO2), FC(C(=C(F)F)F)(F)F (hexafluoropropylene), C3F3. Product: C(F)(F)(F)C(=O)OC(F)(F)C(F)(Cl)C(F)(F)F (CF3CO2CF2CFClCF3). The yield is 84.0%. RXN SMILES: [C:1]([C:5]([O:7]Cl)=[O:6])([F:4])([F:3])[F:2].[F:9][C:10]([F:17])([F:16])[C:11]([F:15])=[C:12]([F:14])[F:13].C([Cl:22])(F)(F)F.C(=O)=O>>[C:1]([C:5]([O:7][C:12]([C:11]([C:10]([F:17])([F:16])[F:9])([Cl:22])[F:15])([F:14])[F:13])=[O:6])([F:4])([F:3])[F:2]. Reported procedure: To a 2.03 mmol sample of CF3CO2Cl contained in a U-trap at -78°, hexafluoropropylene (2.72 mmol) was slowly added. After several hours the mixture was warmed to ambient temperature for 1 hour prior to fractional condensation through traps cooled to -78° and -196°. The -196° fraction consisted of one mmol C3F3 and 0.27 mmol each of CF3Cl and CO2. The material retained at -78° was a colorless liquid and was identified as CF3CO2CF2CFClCF3 (1.70 mmol, 84% yield) on the basis of its vapor density mol... Starting materials: C(C)(C)[C@H]1NS(CC1)(=O)=O ((S)-3-isopropylisothiazolidine 1,1-dioxide), BrC1=CC(=C(C=C1)C(=O)N1CCN(CC1)C1=NC=C(C=C1C)C)S(=O)(=O)C ((4-bromo-2-methanesulfonylphenyl)[4-(3,5-dimethylpyridin-2-yl)piperazin-1-yl]methanone). Yields the product CC=1C(=NC=C(C1)C)N1CCN(CC1)C(=O)C1=C(C=C(C=C1)N1S(CC[C@H]1C(C)C)(=O)=O)S(=O)(=O)C ((S)-[4-(3,5-dimethylpyridin-2-yl)piperazin-1-yl][4-(3-isopropyl-1,1-dioxo-1λ6-isothiazolidin-2-yl)-2-methanesulfonylphenyl]methanone). Yield: 26.6%. As a reaction SMILES: [CH:1]([C@@H:4]1[CH2:8][CH2:7][S:6](=[O:10])(=[O:9])[NH:5]1)([CH3:3])[CH3:2].Br[C:12]1[CH:17]=[CH:16][C:15]([C:18]([N:20]2[CH2:25][CH2:24][N:23]([C:26]3[C:31]([CH3:32])=[CH:30][C:29]([CH3:33])=[CH:28][N:27]=3)[CH2:22][CH2:21]2)=[O:19])=[C:14]([S:34]([CH3:37])(=[O:36])=[O:35])[CH:13]=1>>[CH3:32][C:31]1[C:26]([N:23]2[CH2:24][CH2:25][N:20]([C:18]([C:15]3[CH:16]=[CH:17][C:12]([N:5]4[C@H:4]([CH:1]([CH3:3])[CH3:2])[CH2:8][CH2:7][S:6]4(=[O:10])=[O:9])=[CH:13][C:14]=3[S:34]([CH3:37])(=[O:36])=[O:35])=[O:19])[CH2:21][CH2:22]2)=[N:27][CH:28]=[C:29]([CH3:33])[CH:30]=1. Procedure details: Using (S)-3-isopropylisothiazolidine 1,1-dioxide (240 mg) described in Preparation Example 6 and (4-bromo-2-methanesulfonylphenyl)[4-(3,5-dimethylpyridin-2-yl)piperazin-1-yl]methanone (452 mg) described in Preparation Example 112 and by the reaction and treatment in the same manner as in Example 4, the title compound (142 mg) was obtained. The reactants are O=C(Br)CBr, Nc1cccc(Cl)c1C(=O)O, CN(C)C=O, C1COCCO1, O. Yields the product O=C(CBr)Nc1cccc(Cl)c1C(=O)O. Reaction SMILES: [Br:23][CH2:24][C:25](=[O:26])[Br:27].[NH2:1][c:2]1[c:3]([C:4](=[O:5])[OH:6])[c:7]([Cl:11])[cH:8][cH:9][cH:10]1.[O:12]=[CH:13][N:14]([CH3:15])[CH3:16].[O:17]1[CH2:18][CH2:19][O:20][CH2:21][CH2:22]1.[OH2:28]>>[NH:1]([c:2]1[c:3]([C:4](=[O:5])[OH:6])[c:7]([Cl:11])[cH:8][cH:9][cH:10]1)[C:25]([CH2:24][Br:23])=[O:26].